From a dataset of the Open Reaction Database (ORD), a public repository of structured organic reaction records. describe an organic reaction: reactants, conditions, products, and yield The reactants are [N+](=O)([O-])C=1C=C(C=CC1)S(=O)(=O)NCC(=O)N (2-(3-Nitro-benzenesulfonylamino)-acetamide), ClCC(=O)N (ClCH2CONH2). The solvent is CN(C=O)C (N,N-Dimethylformamide). Yields the product C(N)(=O)CN(CC(=O)N)S(=O)(=O)C1=CC(=CC=C1)[N+](=O)[O-] (2-[Carbamoylmethyl-(3-nitro-benzenesulfonyl)-amino]acetamide). RXN SMILES: [N+:1]([C:4]1[CH:5]=[C:6]([S:10]([NH:13][CH2:14][C:15]([NH2:17])=[O:16])(=[O:12])=[O:11])[CH:7]=[CH:8][CH:9]=1)([O-:3])=[O:2].Cl[CH2:19][C:20]([NH2:22])=[O:21]>CN(C)C=O>[C:15]([CH2:14][N:13]([S:10]([C:6]1[CH:7]=[CH:8][CH:9]=[C:4]([N+:1]([O-:3])=[O:2])[CH:5]=1)(=[O:12])=[O:11])[CH2:19][C:20]([NH2:22])=[O:21])(=[O:16])[NH2:17]. Reported procedure: reacting 2-(3-Nitro-benzenesulfonylamino)-acetamide with ClCH2CONH2 in the presence of N,N-Dimethylformamide and a base to provide 2-[Carbamoylmethyl-(3-nitro-benzenesulfonyl)-amino]acetamide;